Dataset: the Open Reaction Database (ORD), a public repository of structured organic reaction records. Task: describe an organic reaction: reactants, conditions, products, and yield The reactants are CP(OCCCC)(OCCCC)=O (dibutyl methylphosphonate), C(C)(=O)O[C@@H]1[C@]2(C)[C@@H](CC1)[C@@H]1CC=C3OC(CC[C@]3(C)[C@H]1CC2)=O (17β-acetoxy-4-oxa-androst-5-en-3-one), C(OC)COC (monoglyme), C(CCC)[Li] (n-butyl lithium). The solvent is O1CCCC1 (tetrahydrofuran), CCCCCC (hexane), O (water). Conditions: time 10 minute. Product: CC(=O)O[C@H]1CC[C@@H]2[C@@]1(CC[C@H]3[C@H]2CCC4=CC(=O)CC[C@]34C)C (testosterone acetate). Reaction SMILES: [CH3:1]P(=O)(OCCCC)OCCCC.C(COC)OC.C([Li])CCC.[C:25]([O:28][C@H:29]1[CH2:34][CH2:33][C@H:32]2[C@H:35]3[C@H:45]([CH2:46][CH2:47][C@:30]12[CH3:31])[C@:43]1([CH3:44])[C:38](O[C:40](=[O:48])[CH2:41][CH2:42]1)=[CH:37][CH2:36]3)(=[O:27])[CH3:26]>CCCCCC.O.O1CCCC1>[CH3:26][C:25]([O:28][C@@H:29]1[C@@:30]2([CH3:31])[CH2:47][CH2:46][C@@H:45]3[C@:43]4([CH3:44])[C:38](=[CH:1][C:40]([CH2:41][CH2:42]4)=[O:48])[CH2:37][CH2:36][C@H:35]3[C@@H:32]2[CH2:33][CH2:34]1)=[O:27]. Procedure: To a suspension of 4 g. of dibutyl methylphosphonate in 75 ml. of dry monoglyme at about -78° under nitrogen, there is added with stirring one equivalent of n-butyl lithium in hexane. After about 10 minutes, there is added one equivalent of 17β-acetoxy-4-oxa-androst-5-en-3-one in 75 ml. of dry tetrahydrofuran while maintaining the temperature at about -78°. The reaction mixture is allowed to warm to room temperature and then left to stand for about four hours. The reaction mixture is diluted wit... The reactants are O (water), S(O)(O)(=O)=O (sulfuric acid), C(C)(=O)SC(C(=O)O)CC(C1=CC=C(C=C1)OC1=CC=CC=C1)=O (2-acetylthio-3-(4-phenoxybenzoyl)propionic acid). Solvent: O1CCOCC1 (dioxane). Yields the product SC(C(=O)O)CC(C1=CC=C(C=C1)OC1=CC=CC=C1)=O (2-mercapto-3-(4-phenoxybenzoyl)propionic acid). Yield: 38.4%. As a reaction SMILES: C([S:4][CH:5]([CH2:9][C:10](=[O:24])[C:11]1[CH:16]=[CH:15][C:14]([O:17][C:18]2[CH:23]=[CH:22][CH:21]=[CH:20][CH:19]=2)=[CH:13][CH:12]=1)[C:6]([OH:8])=[O:7])(=O)C.O.S(=O)(=O)(O)O>O1CCOCC1>[SH:4][CH:5]([CH2:9][C:10](=[O:24])[C:11]1[CH:16]=[CH:15][C:14]([O:17][C:18]2[CH:19]=[CH:20][CH:21]=[CH:22][CH:23]=2)=[CH:13][CH:12]=1)[C:6]([OH:8])=[O:7]. Reported procedure: 3.44 g of 2-acetylthio-3-(4-phenoxybenzoyl)propionic acid were dissolved in 50 ml of dioxane, then 5 ml of distilled water and 2 ml of concentrated sulfuric acid were added, and the mixture was refluxed for 3 hours. The dioxane was removed by evaporation under reduced pressure. Diethyl ether was added to the residue, which was extracted with a saturated aqueous solution of sodium hydrogencarbonate. The extract was washed with diethyl ether, made slightly acidic by addition of dilute hydrochloric... Starting materials: COC1=C(C=CC(=C1)[N+](=O)[O-])O (2-methoxy-4-nitro-phenol), BrCCCl (1-bromo-2-chloro-ethane), C([O-])([O-])=O.[K+].[K+] (potassium carbonate). The solvent is CN(C)C=O (DMF), hexanes. Conditions: temperature 90 celsius. Yields the product ClCCOC1=C(C=C(C=C1)[N+](=O)[O-])OC (1-(2-chloro-ethoxy)-2-methoxy-4-nitro-benzene). The yield is 56.3%. Reaction SMILES: [CH3:1][O:2][C:3]1[CH:8]=[C:7]([N+:9]([O-:11])=[O:10])[CH:6]=[CH:5][C:4]=1[OH:12].Br[CH2:14][CH2:15][Cl:16].C(=O)([O-])[O-].[K+].[K+]>CN(C=O)C>[Cl:16][CH2:15][CH2:14][O:12][C:4]1[CH:5]=[CH:6][C:7]([N+:9]([O-:11])=[O:10])=[CH:8][C:3]=1[O:2][CH3:1] |f:2.3.4|. Reported procedure: A mixture of 2-methoxy-4-nitro-phenol (2.50 g, 14.8 mmol), 1-bromo-2-chloro-ethane (1.35 mL, 16.3 mmol) and potassium carbonate (4.08 g, 29.6 mmol) in DMF (50 mL) in a sealed tube was heated at 90° C. for 18 h. The reaction was cooled and filtered, washing with ethyl acetate. The filtrate was washed with sodium bicarbonate, water (4 times) and brine, was dried (sodium sulfate) and evaporated. Purification by flash chromatography (SiO2) eluted with 35:65 ethyl acetate:hexanes provided 1-(2-chloro... Starting materials: CC1=CC(=NC(=N1)\C=C\C1=CC(=CC=C1)C(F)(F)F)N1CC2=CC=CC=C2CC1 ((E)-2-{6-methyl-2-[2-(3-trifluoromethyl-phenyl)-vinyl]-pyrimidin-4-yl}-1,2,3,4-tetrahydro-isoquinoline), ClC1=NC(=NC(=C1)C)C=CC1=CC(=CC=C1)Cl (4-chloro-2-[2-(3-chloro-phenyl)-vinyl]-6-methyl-pyrimidine), N1CCCC1 (pyrrolidine). The solvent is C(Cl)Cl.CCOC(=O)C (CH2Cl2 EtOAc). Run at temperature 60 celsius. The product is ClC=1C=C(C=CC1)/C=C/C1=NC(=CC(=N1)C)N1CCCC1 ((E)-2-[2-(3-Chloro-phenyl)-vinyl]-4-methyl-6-pyrrolidin-1-yl-pyrimidine). Isolated yield 80.0%. RXN SMILES: [CH3:1][C:2]1[N:7]=[C:6](/[CH:8]=[CH:9]/[C:10]2[CH:15]=[CH:14][CH:13]=[C:12](C(F)(F)F)[CH:11]=2)[N:5]=[C:4]([N:20]2[CH2:29][CH2:28][C:27]3[C:22](=CC=CC=3)C2)[CH:3]=1.[Cl:30]C1C=C(C)N=C(C=CC2C=CC=C(Cl)C=2)N=1.N1CCCC1>C(Cl)Cl.CCOC(C)=O>[Cl:30][C:12]1[CH:11]=[C:10](/[CH:9]=[CH:8]/[C:6]2[N:7]=[C:2]([CH3:1])[CH:3]=[C:4]([N:20]3[CH2:29][CH2:28][CH2:27][CH2:22]3)[N:5]=2)[CH:15]=[CH:14][CH:13]=1 |f:3.4|. Procedure details: A mixture of 66 mg (0.25 mmol) of (E) 4-chloro-2-[2-(3-chloro-phenyl)-vinyl]-6-methyl-pyrimidine and 0.89 g (12.5 mmol) pyrrolidine was heated at 60° C. for 1.5 h after which time the reaction was completed according to TLC analysis (CH2Cl2/EtOAc: 4/1). The excess pyrrolidine was removed in vacuo and the residue was purified on a silica gel chromatography column (eluted with CH2Cl2/EtOAc: 4/1). The purified fractions were combined, evacuated in vacuo, the solid residue was triturated with ether ... The reactants are [N+](=O)([O-])C1=C(C=CC(=C1)[N+](=O)[O-])O (2,4-dinitrophenol), N1=CC=CC=C1 (pyridine), C(C=CC1=CC=CC=C1)(=O)Cl (cinnamoyl chloride). Run in CC(=O)C (MEK), CC(=O)C (MEK), CC(=O)C (methyl ketone). Product: C(C=CC1=CC=CC=C1)(=O)OC1=C(C=C(C=C1)[N+](=O)[O-])[N+](=O)[O-] (2,4-dinitrophenyl cinnamate). The yield is 71.6%. Procedure: 66.64 g (0.4 mole) of cinnamoyl chloride and 300 g of methyl ketone (hereinafter referred to as MEK) were placed in a reaction vessel to be stirred by heating at 60° C. under a nitrogen current. 73.64 g (0.4 mole) of 2,4-dinitrophenol, 50 g of pyridine, and 500 g of MEK were added dropwise to the above reaction vessel using a dropping funnel. After that, reflux stirring was conducted for approximately 20 hours under a nitrogen current. After the completion of the reaction, the precipitate was se... RXN SMILES: [C:1](Cl)(=[O:10])[CH:2]=[CH:3][C:4]1[CH:9]=[CH:8][CH:7]=[CH:6][CH:5]=1.[N+:12]([C:15]1[CH:20]=[C:19]([N+:21]([O-:23])=[O:22])[CH:18]=[CH:17][C:16]=1[OH:24])([O-:14])=[O:13].N1C=CC=CC=1>CC(C)=O>[C:1]([O:24][C:16]1[CH:17]=[CH:18][C:19]([N+:21]([O-:23])=[O:22])=[CH:20][C:15]=1[N+:12]([O-:14])=[O:13])(=[O:10])[CH:2]=[CH:3][C:4]1[CH:9]=[CH:8][CH:7]=[CH:6][CH:5]=1. Conditions: temperature 60 celsius, time 20 hour. Reactants: O=C(C(=O)OCC1=CC=CC=C1)CCCCCN1C(C=2C(C1=O)=CC=CC2)=O (Benzyl 2-oxo-7-phthalimidoheptanoate), S1C(SCCC1)C(=O)OCC1=CC=CC=C1 (benzyl 1,3-dithiane-2-carboxylate), C1(C=2C(C(N1CCCCCBr)=O)=CC=CC2)=O (5-phthalimidopentyl bromide), ketone, BrN1C(CCC1=O)=O (N-bromosuccinimide), C(C1=CC=CC=C1)OC(=O)C(CCCCCN1C(C=2C(C1=O)=CC=CC2)=O)N[C@@H](C)C(=O)N2[C@H](C(=O)O)CCC2 (N-(1-benzyloxycarbonyl-6-phthalimidohexyl)-L-alanyl-L-proline), N[C@@H](C)C(=O)N1[C@H](C(=O)O)CCC1 (L-alanyl-L-proline), [BH3-]C#N.[Na+] (NaBH3CN). The reagents and catalysts are [Pd] (palladium on charcoal). The solvent is C(C)O (ethanol). Product: C(=O)(O)C(CCCCCN1C(C=2C(C1=O)=CC=CC2)=O)N[C@@H](C)C(=O)N2[C@H](C(=O)O)CCC2 (N-(1-carboxy-6-phthalimidohexyl)-L-alanyl-L-proline). As a reaction SMILES: O=[C:2]([CH2:13][CH2:14][CH2:15][CH2:16][CH2:17][N:18]1[C:22](=[O:23])[C:21]2=[CH:24][CH:25]=[CH:26][CH:27]=[C:20]2[C:19]1=[O:28])[C:3]([O:5]CC1C=CC=CC=1)=[O:4].S1CCCSC1C(OCC1C=CC=CC=1)=O.C1(=O)N(CCCCCBr)C(=O)C2=CC=CC=C12.BrN1C(=O)CCC1=O.[NH2:70][C@H:71]([C:73]([N:75]1[CH2:82][CH2:81][CH2:80][C@H:76]1[C:77]([OH:79])=[O:78])=[O:74])[CH3:72].[BH3-]C#N.[Na+].C(OC(C(N[C@H](C(N1CCC[C@H]1C(O)=O)=O)C)CCCCCN1C(=O)C2=CC=CC=C2C1=O)=O)C1C=CC=CC=1>C(O)C.[Pd]>[C:3]([CH:2]([NH:70][C@H:71]([C:73]([N:75]1[CH2:82][CH2:81][CH2:80][C@H:76]1[C:77]([OH:79])=[O:78])=[O:74])[CH3:72])[CH2:13][CH2:14][CH2:15][CH2:16][CH2:17][N:18]1[C:19](=[O:28])[C:20]2=[CH:27][CH:26]=[CH:25][CH:24]=[C:21]2[C:22]1=[O:23])([OH:5])=[O:4] |f:5.6|. Reported procedure: Benzyl 2-oxo-7-phthalimidoheptanoate (prepared by alkylation of benzyl 1,3-dithiane-2-carboxylate with 5-phthalimidopentyl bromide and subsequent oxidative conversion to the ketone with N-bromosuccinimide) is condensed with L-alanyl-L-proline in the presence of excess NaBH3CN. The condensation product, N-(1-benzyloxycarbonyl-6-phthalimidohexyl)-L-alanyl-L-proline, (390 mg.) in 25 ml of 50% aqueous ethanol is hydrogenated at 40 psi over 10% palladium on charcoal. Removal of solvent and catalyst y...